describe an organic reaction: reactants, conditions, products, and yield From a dataset of the Open Reaction Database (ORD), a public repository of structured organic reaction records. Reactants: FC(C1=C(CN2N=C(C3=CC(=CC=C23)C=O)I)C=CC(=C1)C(F)(F)F)(F)F (1-(2,4-Bis-trifluoromethyl-benzyl)-3-iodo-1H-indazole-5-carbaldehyde), [Cu]C#N (copper (I) cyanide). The solvent is CN(C=O)C (N,N-dimethylformamide). The product is FC(C1=C(CN2N=C(C3=CC(=CC=C23)C=O)C#N)C=CC(=C1)C(F)(F)F)(F)F (1-(2,4-Bis-trifluoromethyl-benzyl)-5-formyl-1H-indazole-3-carbonitrile). RXN SMILES: [F:1][C:2]([F:27])([F:26])[C:3]1[CH:21]=[C:20]([C:22]([F:25])([F:24])[F:23])[CH:19]=[CH:18][C:4]=1[CH2:5][N:6]1[C:14]2[C:9](=[CH:10][C:11]([CH:15]=[O:16])=[CH:12][CH:13]=2)[C:8](I)=[N:7]1.[Cu][C:29]#[N:30]>CN(C)C=O>[F:1][C:2]([F:27])([F:26])[C:3]1[CH:21]=[C:20]([C:22]([F:25])([F:24])[F:23])[CH:19]=[CH:18][C:4]=1[CH2:5][N:6]1[C:14]2[C:9](=[CH:10][C:11]([CH:15]=[O:16])=[CH:12][CH:13]=2)[C:8]([C:29]#[N:30])=[N:7]1. Procedure details: A 5 mL microwave reaction vessel was charged with 1-(2,4-Bis-trifluoromethyl-benzyl)-3-iodo-1H-indazole-5-carbaldehyde (300 mg, 0.6 mmol), copper (I) cyanide (135 mg, 1.5 mmol), and N,N-dimethylformamide (4 mL). The vessel was sealed and subjected to microwave irradiation at 185° C. for 15 min. The reaction mixture was partitioned between EtOAc and water. The organic layers were washed with brine, dried over Na2SO4, and evaporated. The crude residue was purified by flash column chromatography on... Reaction SMILES: [CH2:1]([c:2]1[cH:3][cH:4][cH:5][cH:6][cH:7]1)[CH:8]1[N:9]([C:14]([CH2:15][CH:16]([C:17]2=[N:18][O:19][CH2:20][CH2:21]2)[c:22]2[cH:23][cH:24][c:25]([O:28][CH2:29][c:30]3[cH:31][cH:32][cH:33][cH:34][cH:35]3)[cH:26][cH:27]2)=[O:36])[C:10](=[O:13])[O:11][CH2:12]1.[CH3:37][CH2:38][OH:39]>>[CH2:1]([c:2]1[cH:3][cH:4][cH:5][cH:6][cH:7]1)[CH:8]1[N:9]([C:14]([CH2:15][CH:16]([C:17]2=[N:18][O:19][CH2:20][CH2:21]2)[c:22]2[cH:23][cH:24][c:25]([OH:28])[cH:26][cH:27]2)=[O:36])[C:10](=[O:13])[O:11][CH2:12]1. Yields the product O=C(CC(C1=NOCC1)c1ccc(O)cc1)N1C(=O)OCC1Cc1ccccc1. Reactants: O=C(CC(C1=NOCC1)c1ccc(OCc2ccccc2)cc1)N1C(=O)OCC1Cc1ccccc1, CCO. Reactants: ClCCl, Fc1ccc(F)c2c1C=CCO2, [Na+], [Na+], O=S([O-])([O-])=S, O, O=C(OO)c1cccc(Cl)c1. Yields the product Fc1ccc(F)c2c1OCC1OC21. As a reaction SMILES: [Cl:31][CH2:32][Cl:33].[F:1][c:2]1[c:3]2[c:8]([c:9]([F:12])[cH:10][cH:11]1)[O:7][CH2:6][CH:5]=[CH:4]2.[Na+:24].[Na+:25].[O-:26][S:27]([O-:28])(=[S:29])=[O:30].[OH2:34].[OH:13][O:14][C:15]([c:16]1[cH:17][c:18]([Cl:19])[cH:20][cH:21][cH:22]1)=[O:23]>>[F:1][c:2]1[c:3]2[c:8]([c:9]([F:12])[cH:10][cH:11]1)[O:7][CH2:6][CH:5]1[CH:4]2[O:13]1. Reactants: Cl.NC(C(=O)OCC)C(C)=O (ethyl 2-amino-3-oxobutanoate hydrochloride), CN1CCOCC1 (N-methylmorpholine), C(C)(C)(C)OC(CCC(=O)O)=O (4-Tert-butoxy-4-oxobutanoic acid), CN1CCOCC1 (N-methylmorpholine), ClC(=O)OCC(C)C (Isobutyl chloroformate). Run in C(C)(=O)OCC (Ethyl acetate), CN(C=O)C (N,N-dimethylformamide), O1CCCC1 (tetrahydrofuran). Reaction conditions: temperature 0 celsius, time 30 minute. The product is C(C)(C)(C)OC(CCC(=O)NC(C(=O)OCC)C(C)=O)=O (Ethyl 2-[(4-tert-butoxy-4-oxobutanoyl)amino]-3-oxobutanoate). Isolated yield 74.8%. As a reaction SMILES: [C:1]([O:5][C:6](=[O:12])[CH2:7][CH2:8][C:9]([OH:11])=O)([CH3:4])([CH3:3])[CH3:2].CN1CCOCC1.ClC(OCC(C)C)=O.Cl.[NH2:29][CH:30]([C:36](=[O:38])[CH3:37])[C:31]([O:33][CH2:34][CH3:35])=[O:32]>O1CCCC1.CN(C)C=O.C(OCC)(=O)C>[C:1]([O:5][C:6](=[O:12])[CH2:7][CH2:8][C:9]([NH:29][CH:30]([C:36](=[O:38])[CH3:37])[C:31]([O:33][CH2:34][CH3:35])=[O:32])=[O:11])([CH3:2])([CH3:3])[CH3:4] |f:3.4|. Procedure: 4-Tert-butoxy-4-oxobutanoic acid (1.7 g) and N-methylmorpholine (1.1 mL) were dissolved in tetrahydrofuran (60 mL), and the solution was cooled to 0° C. Isobutyl chloroformate (1.3 mL) was added thereto, and the mixture was stirred at 0° C. for 30 minutes. A solution of ethyl 2-amino-3-oxobutanoate hydrochloride (1.8 g) in N,N-dimethylformamide (30 mL) was added thereto, and the mixture was stirred at 0° C. for 5 minutes. Then, N-methylmorpholine (1.1 mL) was added thereto, and the mixture was s... The reactants are CC(C)([O-])C.[K+] (potassium tert-butoxide), aqueous solution, N(=O)OCCCC (butyl nitrite), C(C)(=O)NC=1C=CC=C2CCCC(C12)=O (8-Acetylamino-1-tetralone), compound, Cl (hydrochloric acid). Run in C(C)(=O)OCC.CCCCCC (ethyl acetate hexane), O1CCCC1 (THF), O1CCCC1 (THF), O1CCCC1 (tetrahydrofuran). Conditions: temperature 0 celsius, time 10 minute. The product is C(C)(=O)NC=1C=CC=C2CCC(C(C12)=O)=NO (8-Acetylamino-2-hydroxyimino-1-tetralone). Reaction SMILES: CC(C)([O-])C.[K+].[C:7]([NH:10][C:11]1[CH:12]=[CH:13][CH:14]=[C:15]2[C:20]=1[C:19](=[O:21])[CH2:18][CH2:17][CH2:16]2)(=[O:9])[CH3:8].[N:22](OCCCC)=[O:23].Cl>O1CCCC1.C(OCC)(=O)C.CCCCCC>[C:7]([NH:10][C:11]1[CH:12]=[CH:13][CH:14]=[C:15]2[C:20]=1[C:19](=[O:21])[C:18](=[N:22][OH:23])[CH2:17][CH2:16]2)(=[O:9])[CH3:8] |f:0.1,6.7|. Procedure details: To a reaction solution obtained by suspending 316 mg of potassium tert-butoxide in 18 ml of tetrahydrofuran (hereinafter abbreviated as THF) and cooling the suspension to 0° C. under a nitrogen stream was added a solution of 500 mg of the compound prepared in (1) above in 2 ml of THF, a bit at a time. After stirring for 10 minutes at the same temperature and an addition of 0.35 ml of butyl nitrite, the mixture was heated at 50° C. for 1 hour while stirring. Precipitates obtained by the addition ...